Dataset: the Open Reaction Database (ORD), a public repository of structured organic reaction records. Task: describe an organic reaction: reactants, conditions, products, and yield Starting materials: CCN(CC)C(=O)c1cccc2ccccc12, C1CCOC1, C1CCCCC1, CN(C)CCN(C)C, [Li]C(C)CC, C[Si](C)(Cl)CCl. Yields the product CCN(CC)C(=O)c1c([Si](C)(C)CCl)ccc2ccccc12. As a reaction SMILES: [CH2:20]([CH3:21])[N:22]([C:23](=[O:24])[c:25]1[cH:26][cH:27][cH:28][c:29]2[cH:30][cH:31][cH:32][cH:33][c:34]12)[CH2:35][CH3:36].[CH2:43]1[O:44][CH2:45][CH2:46][CH2:47]1.[CH2:6]1[CH2:7][CH2:8][CH2:9][CH2:10][CH2:11]1.[CH3:12][N:13]([CH3:14])[CH2:15][CH2:16][N:17]([CH3:18])[CH3:19].[CH:1]([Li:2])([CH2:3][CH3:4])[CH3:5].[Cl:37][CH2:38][Si:39]([CH3:40])([CH3:41])[Cl:42]>>[CH2:20]([CH3:21])[N:22]([C:23](=[O:24])[c:25]1[c:26]([Si:39]([CH2:38][Cl:37])([CH3:40])[CH3:41])[cH:27][cH:28][c:29]2[cH:30][cH:31][cH:32][cH:33][c:34]12)[CH2:35][CH3:36]. The reactants are O=C(O)Cc1ccccc1F, CC(NC(=O)Cc1ccccc1)C(=O)NC1C(=O)Nc2ccccc2OC1c1ccccc1. The product is CC(NC(=O)Cc1ccccc1F)C(=O)NC1C(=O)Nc2ccccc2OC1c1ccccc1. As a reaction SMILES: [F:34][c:35]1[cH:36][cH:37][cH:38][cH:39][c:40]1[CH2:41][C:42]([OH:43])=[O:44].[O:1]=[C:2]1[CH:3]([NH:19][C:20]([CH:21]([NH:22][C:23]([CH2:24][c:25]2[cH:26][cH:27][cH:28][cH:29][cH:30]2)=[O:31])[CH3:32])=[O:33])[CH:4]([c:13]2[cH:14][cH:15][cH:16][cH:17][cH:18]2)[O:5][c:6]2[c:7]([cH:9][cH:10][cH:11][cH:12]2)[NH:8]1>>[O:1]=[C:2]1[CH:3]([NH:19][C:20]([CH:21]([NH:22][C:23]([CH2:24][c:25]2[cH:26][cH:27][cH:28][cH:29][c:30]2[F:34])=[O:31])[CH3:32])=[O:33])[CH:4]([c:13]2[cH:14][cH:15][cH:16][cH:17][cH:18]2)[O:5][c:6]2[c:7]([cH:9][cH:10][cH:11][cH:12]2)[NH:8]1.